describe an organic reaction: reactants, conditions, products, and yield From a dataset of the Open Reaction Database (ORD), a public repository of structured organic reaction records. Starting materials: OC1=CC2=C(N(C(N(C2=O)CCCOC2OCCCC2)=O)C)N=C1 (6-hydroxy-1-methyl-3-(3-((tetrahydro-2H-pyran-2-yl)oxy)propyl)pyrido[2,3-d]pyrimidine-2,4(1H,3H)-dione), OC1=CC2=C(N(C(N(C2=O)CCCOC2OCCCC2)=O)C)N=C1 (6-hydroxy-1-methyl-3-(3-((tetrahydro-2H-pyran-2-yl)oxy)propyl)pyrido[2,3-d]pyrimidine-2,4(1H,3H)-dione), C(=O)([O-])[O-].[Cs+].[Cs+] (Cs2CO3), CN(CC(=O)O)C (2-(dimethylamino)acetic acid), BrC=1C=NC=C(C1)Cl (3-bromo-5-chloropyridine). Reagents/catalysts: [Cu]I (CuI). Run in O1CCOCC1 (dioxane), CC(OCC)=O (EA), O (water). Run at temperature 135 celsius. The product is ClC=1C=C(C=NC1)OC1=CC2=C(N(C(N(C2=O)CCCOC2OCCCC2)=O)C)N=C1 (6-((5-chloropyridin-3-yl)oxy)-1-methyl-3-(3-((tetrahydro-2H-pyran-2-yl)oxy)propyl)pyrido[2,3-d]pyrimidine-2,4(1H,3H)-dione). Yield: 78.8%. Reaction SMILES: [OH:1][C:2]1[CH:24]=[N:23][C:5]2[N:6]([CH3:22])[C:7](=[O:21])[N:8]([CH2:11][CH2:12][CH2:13][O:14][CH:15]3[CH2:20][CH2:19][CH2:18][CH2:17][O:16]3)[C:9](=[O:10])[C:4]=2[CH:3]=1.C([O-])([O-])=O.[Cs+].[Cs+].CN(C)CC(O)=O.Br[C:39]1[CH:40]=[N:41][CH:42]=[C:43]([Cl:45])[CH:44]=1>O1CCOCC1.CC(=O)OCC.O.[Cu]I>[Cl:45][C:43]1[CH:44]=[C:39]([O:1][C:2]2[CH:24]=[N:23][C:5]3[N:6]([CH3:22])[C:7](=[O:21])[N:8]([CH2:11][CH2:12][CH2:13][O:14][CH:15]4[CH2:20][CH2:19][CH2:18][CH2:17][O:16]4)[C:9](=[O:10])[C:4]=3[CH:3]=2)[CH:40]=[N:41][CH:42]=1 |f:1.2.3|. Procedure: To a mixture of 6-hydroxy-1-methyl-3-(3-((tetrahydro-2H-pyran-2-yl)oxy)propyl)pyrido[2,3-d]pyrimidine-2,4(1H,3H)-dione (See Compound 36, step 2, 500 mg, 1.49 mmol), CuI (85.2 mg, 0.45 mmol), Cs2CO3 (971.6 mg, 2.98 mmol) and 2-(dimethylamino)acetic acid (76.87 mg, 0.75 mmol) in dioxane (20 mL) was added 3-bromo-5-chloropyridine (717.3 mg, 3.73 mmol). The reaction was heated at 135° C. for 5 h followed by heating at 100° C. for 18 h, cooled to RT then diluted with EA (25 mL) and water (10 mL). The... Starting materials: CC(=O)Cl, Cl, O, CS(=O)(=O)c1ccc(-c2cc(C(F)(F)F)nn2-c2ccc(O)cc2)cc1, c1ccncc1. The product is CC(=O)Oc1ccc(-n2nc(C(F)(F)F)cc2-c2ccc(S(C)(=O)=O)cc2)cc1. RXN SMILES: [CH3:1][C:2]([Cl:3])=[O:4].[ClH:32].[OH2:31].[OH:5][c:6]1[cH:7][cH:8][c:9](-[n:12]2[n:13][c:14]([C:27]([F:28])([F:29])[F:30])[cH:15][c:16]2-[c:17]2[cH:18][cH:19][c:20]([S:23](=[O:24])(=[O:25])[CH3:26])[cH:21][cH:22]2)[cH:10][cH:11]1.[cH:33]1[cH:34][cH:35][n:36][cH:37][cH:38]1>>[CH3:1][C:2](=[O:4])[O:5][c:6]1[cH:7][cH:8][c:9](-[n:12]2[n:13][c:14]([C:27]([F:28])([F:29])[F:30])[cH:15][c:16]2-[c:17]2[cH:18][cH:19][c:20]([S:23](=[O:24])(=[O:25])[CH3:26])[cH:21][cH:22]2)[cH:10][cH:11]1.